From a dataset of the Open Reaction Database (ORD), a public repository of structured organic reaction records. describe an organic reaction: reactants, conditions, products, and yield Starting materials: C(C)(C)(C)O[C@H](C(=O)O)C=1C(=C2C=CC(=NC2=CC1Cl)C)C1=CC=C(C=C1)Cl ((S)-2-tert-butoxy-2-(7-chloro-5-(4-chlorophenyl)-2-methylquinolin-6-yl)acetic acid), C(C)(C)(C)O[C@H](CO)C=1C(=C2C=CC=NC2=CC1C)C1=CC=C(C=C1)Cl ((S)-2-tert-butoxy-2-(5-(4-chlorophenyl)-7-methylquinolin-6-yl)ethanol). Product: C(C)(C)(C)O[C@H](C(=O)O)C=1C(=C2C=CC=NC2=CC1C)C1=CC=C(C=C1)Cl ((S)-2-tert-butoxy-2-(5-(4-chlorophenyl)-7-methylquinolin-6-yl)acetic acid). Reaction SMILES: [C:1]([O:5][C@@H:6]([C:10]1[C:11]([C:22]2[CH:27]=[CH:26][C:25]([Cl:28])=[CH:24][CH:23]=2)=[C:12]2[C:17](=[CH:18][C:19]=1Cl)[N:16]=[C:15](C)[CH:14]=[CH:13]2)[C:7]([OH:9])=[O:8])([CH3:4])([CH3:3])[CH3:2].[C:29](O[C@@H](C1C(C2C=CC(Cl)=CC=2)=C2C(=CC=1C)N=CC=C2)CO)(C)(C)C>>[C:1]([O:5][C@@H:6]([C:10]1[C:11]([C:22]2[CH:23]=[CH:24][C:25]([Cl:28])=[CH:26][CH:27]=2)=[C:12]2[C:17](=[CH:18][C:19]=1[CH3:29])[N:16]=[CH:15][CH:14]=[CH:13]2)[C:7]([OH:9])=[O:8])([CH3:3])([CH3:4])[CH3:2]. Procedure: (S)-2-tert-butoxy-2-(5-(4-chlorophenyl)-7-methylquinolin-6-yl)acetic acid (3L) was prepared following the procedure used to prepare compound 1L of Example 1, except that (S)-2-tert-butoxy-2-(5-(4-chlorophenyl)-7-methylquinolin-6-yl)ethanol (3K) was used instead of compound 1L. 1H-NMR 300 MHz, (CDCl3) δ 8.89-8.86 (m, 1H), 7.98 (s, 1H), 7.75-7.65 (m, 2H), 7.58-7.50 (m, 2H), 7.30-7.20 (m, 2H), 5.30 (s, 1H), 2.66 (s, 3H), 1.02 (s, 9H); LCMS-ESI+ (m/z): [M+H]+ calcd for C22H23ClNO3: 384.9. Found:384.... Reactants: C(=O)(OC)CCCCCCCCCCC(=O)OC (dimethyl decamethylenedicarboxylate), O (water), (R,S)-2-octanol, decamethylenedicarboxylic acid ester. Product: C[C@@H](CCCCCC)O ((S)-(-)-2-octanol). As a reaction SMILES: [C:1]([CH2:5][CH2:6][CH2:7][CH2:8][CH2:9][CH2:10][CH2:11]CCCC(OC)=O)(OC)=O.[OH2:19]>>[CH3:1][C@H:5]([OH:19])[CH2:6][CH2:7][CH2:8][CH2:9][CH2:10][CH3:11]. Procedure: Interesterification was carried out in the same manner as in Example 9, except for replacing dimethyl tetradecadicarboxylate with 140 g of dimethyl decamethylenedicarboxylate at 80° C. for 25 hours. The water content of the reaction system was 0.04% by weight, and 95% of the lipase particles had a particle size of 20 to 60 μm. Gas chromatography of the reaction mixture revealed that 58 mol % of (R,S)-2-octanol had been converted to its decamethylenedicarboxylic acid ester. The reaction mixture w... Reactants: C(C)(C)(C)OC(=O)N(CCC1=CC=C(C=C1)C1=CC(=C(C=C1)C(=O)NS(=O)(=O)CCC(=O)O)OC1CCCCC1)C[C@@H](C=1C=NC=CC1)O[Si](C)(C)C(C)(C)C (3-[[[[4′-[2-[(tert-Butoxycarbonyl)[(2R)-2-[[tert-butyl(dimethyl)silyl]oxy]-2-(3-pyridyl)ethyl]amino]ethyl]-3-(cyclohexyloxy)-4-biphenylyl]carbonyl]amino]sulfonyl]-propionic acid), Cl (hydrogen chloride). The solvent is O1CCOCC1 (1,4-dioxane). Reaction conditions: time 12 hour. Product: Cl.Cl.C1(CCCCC1)OC=1C=C(C=CC1C(=O)NS(=O)(=O)CCC(=O)O)C1=CC=C(C=C1)CCNC[C@@H](C=1C=NC=CC1)O (3-[[[[3-(cyclohexyloxy)-4′-[2-[[(2R)-2-hydroxy-2-(3-pyridyl)ethyl]amino]ethyl]-4-biphenylyl]carbonyl]amino]sulfonyl]propanoic acid dihydrochloride). As a reaction SMILES: C(OC([N:8]([CH2:41][C@H:42]([O:49][Si](C(C)(C)C)(C)C)[C:43]1[CH:44]=[N:45][CH:46]=[CH:47][CH:48]=1)[CH2:9][CH2:10][C:11]1[CH:16]=[CH:15][C:14]([C:17]2[CH:22]=[CH:21][C:20]([C:23]([NH:25][S:26]([CH2:29][CH2:30][C:31]([OH:33])=[O:32])(=[O:28])=[O:27])=[O:24])=[C:19]([O:34][CH:35]3[CH2:40][CH2:39][CH2:38][CH2:37][CH2:36]3)[CH:18]=2)=[CH:13][CH:12]=1)=O)(C)(C)C.[ClH:57]>O1CCOCC1>[ClH:57].[ClH:57].[CH:35]1([O:34][C:19]2[CH:18]=[C:17]([C:14]3[CH:13]=[CH:12][C:11]([CH2:10][CH2:9][NH:8][CH2:41][C@H:42]([OH:49])[C:43]4[CH:44]=[N:45][CH:46]=[CH:47][CH:48]=4)=[CH:16][CH:15]=3)[CH:22]=[CH:21][C:20]=2[C:23]([NH:25][S:26]([CH2:29][CH2:30][C:31]([OH:33])=[O:32])(=[O:27])=[O:28])=[O:24])[CH2:36][CH2:37][CH2:38][CH2:39][CH2:40]1 |f:3.4.5|. Reported procedure: To 3-[[[[4′-[2-[(tert-Butoxycarbonyl)[(2R)-2-[[tert-butyl(dimethyl)silyl]oxy]-2-(3-pyridyl)ethyl]amino]ethyl]-3-(cyclohexyloxy)-4-biphenylyl]carbonyl]amino]sulfonyl]-propionic acid (49.7 mg) was added 4N hydrogen chloride in 1,4-dioxane (1.5 ml). After stirring at room temperature for 12 hours, the mixture was evaporated to give 3-[[[[3-(cyclohexyloxy)-4′-[2-[[(2R)-2-hydroxy-2-(3-pyridyl)ethyl]amino]ethyl]-4-biphenylyl]carbonyl]amino]sulfonyl]propanoic acid dihydrochloride (41.0 mg). Reactants: COC1=NC(=NC(=C1)OC)SC(C(=O)OC)CCCC (methyl 2-(4,6-dimethoxy-2-Pyrimidinylthio)-hexanoate), [H-].[Li+].[Al+3].[H-].[H-].[H-] (aluminum lithium hydride). Solvent: O1CCCC1 (tetrahydrofuran), O1CCCC1 (tetrahydrofuran). Conditions: time 30 minute. Yields the product COC1=NC(=NC(=C1)OC)SC(CO)CCCC (2-(4,6-dimethoxy-2-pyrimidinylthio)hexanol). The yield is 93.1%. Reaction SMILES: [CH3:1][O:2][C:3]1[CH:8]=[C:7]([O:9][CH3:10])[N:6]=[C:5]([S:11][CH:12]([CH2:17][CH2:18][CH2:19][CH3:20])[C:13](OC)=[O:14])[N:4]=1.[H-].[Li+].[Al+3].[H-].[H-].[H-]>O1CCCC1>[CH3:10][O:9][C:7]1[CH:8]=[C:3]([O:2][CH3:1])[N:4]=[C:5]([S:11][CH:12]([CH2:17][CH2:18][CH2:19][CH3:20])[CH2:13][OH:14])[N:6]=1 |f:1.2.3.4.5.6|. Reported procedure: A tetrahydrofuran solution of methyl 2-(4,6-dimethoxy-2-Pyrimidinylthio)-hexanoate (3.2 g) was added dropwise to a tetrahydrofuran suspension of aluminum lithium hydride (0.7 g) under ice-cooling, followed by 30 minutes stirring at room temperature, addition thereto of water and removal therefrom of precipitates by filtration. Then tetrahydrofuran was distilled off form the reaction liquid under reduced pressure and the resulting residue was subjected to silica gel column chromatography, to obta... The reactants are ClC(=O)OCC1=CC=C(C=C1)[N+](=O)[O-] (4-nitrobenzyl chloroformate), [OH-].[Na+] (sodium hydroxide), CSC(N)=N (S-methylisothiourea), [OH-].[Na+] (NaOH). The solvent is C(Cl)Cl (DCM), C(Cl)Cl (DCM). Reaction conditions: temperature 0 celsius, time 16 hour. Product: [N+](=O)([O-])C1=CC=C(COC(=O)NC(SC)=NC(=O)OCC2=CC=C(C=C2)[N+](=O)[O-])C=C1 (N,N′-bis(p-nitrobenzyloxycarbonyl)-S-methylisothiourea). Isolated yield 84.0%. RXN SMILES: [CH3:1][S:2][C:3](=[NH:5])[NH2:4].[OH-:6].[Na+].Cl[C:9]([O:11][CH2:12][C:13]1[CH:18]=[CH:17][C:16]([N+:19]([O-:21])=[O:20])=[CH:15][CH:14]=1)=[O:10]>C(Cl)Cl>[N+:19]([C:16]1[CH:17]=[CH:18][C:13]([CH2:12][O:11][C:9]([NH:5][C:3](=[N:4][C:9]([O:11][CH2:12][C:13]2[CH:14]=[CH:15][C:16]([N+:19]([O-:21])=[O:20])=[CH:17][CH:18]=2)=[O:6])[S:2][CH3:1])=[O:10])=[CH:14][CH:15]=1)([O-:21])=[O:20] |f:1.2|. Reported procedure: To a clean 3-necked round bottom flask equipped with two addition funnels were added DCM (60 mL), S-methylisothiourea (1 g, 7.18 mmol), and 6.25N NaOH solution (aq, 570 uL). After cooling the resulting mixture to 0° C., a solution of 4-nitrobenzyl chloroformate (3.17 g, 14.73 mmol) in DCM (20 mL) and a solution of sodium hydroxide (aq, 1N, 15 mL) were simultaneously added dropwise using the two addition funnels while maintaining pH 11. The mixture was aged for 16 h with gradual warming to rt. Th... Starting materials: Intermediate 264K, C(CCC)N(C(=O)C=1N=C(NC1)C1=C(C=C(C(=O)OC)C=C1)C(=O)N1CC2=CC=CC=C2CC1)CCCC (methyl 4-(4-(dibutylcarbamoyl)-1H-imidazol-2-yl)-3-(1,2,3,4-tetrahydroisoquinoline-2-carbonyl)benzoate), C(C)(C)(C)OC(CBr)=O (t-butylbromoacetate). Product: C(C)(C)(C)OC(CN1C(=NC(=C1)C(N(CCCC)CCCC)=O)C1=C(C=C(C(=O)OC)C=C1)C(=O)N1CC2=CC=CC=C2CC1)=O (Methyl 4-(1-(2-tert-butoxy-2-oxoethyl)-4-(dibutylcarbamoyl)-1H-imidazol-2-yl)-3-(1,2,3,4-tetrahydroisoquinoline-2-carbonyl)benzoate). The yield is 79.3%. RXN SMILES: [CH2:1]([N:5]([CH2:35][CH2:36][CH2:37][CH3:38])[C:6]([C:8]1[N:9]=[C:10]([C:13]2[CH:22]=[CH:21][C:16]([C:17]([O:19][CH3:20])=[O:18])=[CH:15][C:14]=2[C:23]([N:25]2[CH2:34][CH2:33][C:32]3[C:27](=[CH:28][CH:29]=[CH:30][CH:31]=3)[CH2:26]2)=[O:24])[NH:11][CH:12]=1)=[O:7])[CH2:2][CH2:3][CH3:4].[C:39]([O:43][C:44](=[O:47])[CH2:45]Br)([CH3:42])([CH3:41])[CH3:40]>>[C:39]([O:43][C:44](=[O:47])[CH2:45][N:11]1[CH:12]=[C:8]([C:6](=[O:7])[N:5]([CH2:1][CH2:2][CH2:3][CH3:4])[CH2:35][CH2:36][CH2:37][CH3:38])[N:9]=[C:10]1[C:13]1[CH:22]=[CH:21][C:16]([C:17]([O:19][CH3:20])=[O:18])=[CH:15][C:14]=1[C:23]([N:25]1[CH2:34][CH2:33][C:32]2[C:27](=[CH:28][CH:29]=[CH:30][CH:31]=2)[CH2:26]1)=[O:24])([CH3:42])([CH3:41])[CH3:40]. Procedure: Following a procedure analogous to that for the synthesis of Intermediate 264K, methyl 4-(4-(dibutylcarbamoyl)-1H-imidazol-2-yl)-3-(1,2,3,4-tetrahydroisoquinoline-2-carbonyl)benzoate (310 mg, 0.6 mmol) and t-butylbromoacetate (117 mg, 0.6 mmol) were converted to the title compound (300 mg, 90%). MS(ESI+) m/z 631.4 (M+H)+. Reactants: ClC(=CC(=O)OCC)Cl (ethyl dichloroacrylate), CC[O-].[Na+] (sodium ethylate), [Na] (sodium), C(CS)(=O)OCC (ethyl thioglycolate). Run in C(C)O (ethanol), C(C)O (ethanol), C(C)O (ethanol). Conditions: time 15 minute. Product: C(C)OC(=O)C=1SC(=CC1O)Cl (2-ethoxycarbonyl-3-hydroxy-5-chloro-thiophene). As a reaction SMILES: [Na].[C:2]([O:6][CH2:7][CH3:8])(=[O:5])[CH2:3][SH:4].[Cl:9][C:10](Cl)=[CH:11][C:12](OCC)=[O:13].CC[O-].[Na+]>C(O)C>[CH2:7]([O:6][C:2]([C:3]1[S:4][C:10]([Cl:9])=[CH:11][C:12]=1[OH:13])=[O:5])[CH3:8] |f:3.4,^1:0|. Procedure: A solution of 23.6 mm of the sodium salt of ethyl thioglycolate in 100 ml of ethanol was added over 5 minutes at 30° C. to a a mixture of 4 g of ethyl dichloroacrylate in 50 ml of ethanol and the mixture was stirred at 25°-30° C. for 15 minutes and was then returned to room temperature. A mixture of 3.22 g of sodium ethylate in 75 ml of ethanol was added thereto and the mixture was stirred for 18 hours. The mixture was concentrated and poured into water and the mixture was extracted with ether. ... The reactants are N(=[N+]=[N-])C[C@@H]1CN(C(O1)=O)C1=CC(=C(C=C1)C(=O)O)F (5-(S)-azidomethyl-3-[4′-carboxy-3′-fluorophenyl]oxazolidine-2-one), N1=CC=CC=C1 (pyridine), FC(C(=O)OC1=C(C(=C(C(=C1F)F)F)F)F)(F)F (Pentafluorophenyl trifluoroacetate), C(CC(O)(C(=O)O)CC(=O)O)(=O)O (citric acid). Solvent: CN(C)C=O (DMF), C(C)(=O)OCC (ethyl acetate). Reaction conditions: time 2.5 hour. The product is N(=[N+]=[N-])C[C@@H]1CN(C(O1)=O)C1=CC(=C(C=C1)C(=O)OC1=C(C(=C(C(=C1F)F)F)F)F)F (5-(S)-Azidomethyl-3-[4′-(pentafluorophenoxy)carbonyl-3′-fluorophenyl]-oxazolidine-2-one). Yield: 90.1%. RXN SMILES: F[C:2](F)(F)[C:3]([O:5][C:6]1[C:11]([F:12])=[C:10]([F:13])[C:9]([F:14])=[C:8]([F:15])[C:7]=1[F:16])=[O:4].[N:19]([CH2:22][C@H:23]1[O:27][C:26](=[O:28])[N:25]([C:29]2[CH:34]=[CH:33]C(C(O)=O)=[C:31]([F:38])[CH:30]=2)[CH2:24]1)=[N+:20]=[N-:21].N1C=CC=CC=1.C(O)(=O)CC(CC(O)=O)(C(O)=O)O>CN(C=O)C.C(OCC)(=O)C>[N:19]([CH2:22][C@H:23]1[O:27][C:26](=[O:28])[N:25]([C:29]2[CH:34]=[CH:33][C:2]([C:3]([O:5][C:6]3[C:11]([F:12])=[C:10]([F:13])[C:9]([F:14])=[C:8]([F:15])[C:7]=3[F:16])=[O:4])=[C:31]([F:38])[CH:30]=2)[CH2:24]1)=[N+:20]=[N-:21]. Procedure: Pentafluorophenyl trifluoroacetate (2.2 ml, 12.9 mmol) was added dropwise with stirring to a solution of 5-(S)-azidomethyl-3-[4′-carboxy-3′-fluorophenyl]oxazolidine-2-one (3.0 g, 10.7 mmol; prepared as described in Example 3) and pyridine (3.5 ml, 42.8 mmol) in DMF (10 ml). The mixture was stirred at r.t. for 2.5 h, and ethyl acetate with 3% aq. citric acid added. Organic layer was washed twice with 3% citric acid, brine, and dried (Na2SO4). The crude material was washed with ether-hexanes to af... The reactants are C(C)Br (ethyl bromide), OC=1C=C(C=O)C=CC1OC (3-hydroxy-4-methoxybenzaldehyde), [OH-].[K+] (KOH). Run in C(C)O (ethanol), O (H2O). Conditions: time 8 hour. The product is C(C)OC=1C=C(C=O)C=CC1OC (3-ethoxy-4-methoxybenzaldehyde). The yield is 93.0%. Reaction SMILES: [OH:1][C:2]1[CH:3]=[C:4]([CH:7]=[CH:8][C:9]=1[O:10][CH3:11])[CH:5]=[O:6].[OH-].[K+].[CH2:14](Br)[CH3:15]>C(O)C.O>[CH2:14]([O:1][C:2]1[CH:3]=[C:4]([CH:7]=[CH:8][C:9]=1[O:10][CH3:11])[CH:5]=[O:6])[CH3:15] |f:1.2|. Reported procedure: To a solution of 100 g of 3-hydroxy-4-methoxybenzaldehyde in 200 ml ethanol was added to solution of 44 g KOH in 44 ml H2O. The mixture dissolved upon heating to reflux and 56 ml ethyl bromide was then added slowly. A yellow solid began to precipitate after 15 min and heating of the mixture at reflux was continued overnight. Excess ethyl bromide and solvent were removed in vacuo and the residue was distributed between water and CHCl3. The CHCl3 layer was dried and evaporated to give a pale yello...